From a dataset of the Open Reaction Database (ORD), a public repository of structured organic reaction records. describe an organic reaction: reactants, conditions, products, and yield Starting materials: ClC1=NC=C(C(=N1)N[C@H]1[C@H]([C@@H]2C=C[C@H]1C2)C(=O)N)Cl ((1S,2S,3R,4R)-3-(2,5-Dichloro-pyrimidin-4-ylamino)-bicyclo[2.2.1]hept-5-ene-2-carboxylic acid amide), NC1=CC2=C(CCN(CC2)C[C@H](C)O)C=C1OC ((S)-1-(7-Amino-8-methoxy-1,2,4,5-tetrahydro-3-benzazepin-3-yl)-propan-2-ol). Yields the product ClC=1C(=NC(=NC1)NC1=CC2=C(CCN(CC2)C[C@H](C)O)C=C1OC)N[C@H]1[C@H]([C@@H]2C=C[C@H]1C2)C(=O)N ((1S,2S,3R,4R)-3-{5-Chloro-2-[3-((S)-2-hydroxy-propyl)-8-methoxy-2,3,4,5-tetrahydro-1H-3-benzazepin-7-ylamino]-pyrimidin-4-ylamino}-bicyclo[2.2.1]hept-5-ene-2-carboxylic acid amide). Yield: 70.0%. RXN SMILES: Cl[C:2]1[N:7]=[C:6]([NH:8][C@@H:9]2[C@@H:14]3[CH2:15][C@@H:11]([CH:12]=[CH:13]3)[C@@H:10]2[C:16]([NH2:18])=[O:17])[C:5]([Cl:19])=[CH:4][N:3]=1.[NH2:20][C:21]1[C:35]([O:36][CH3:37])=[CH:34][C:24]2[CH2:25][CH2:26][N:27]([CH2:30][C@@H:31]([OH:33])[CH3:32])[CH2:28][CH2:29][C:23]=2[CH:22]=1>>[Cl:19][C:5]1[C:6]([NH:8][C@@H:9]2[C@@H:14]3[CH2:15][C@@H:11]([CH:12]=[CH:13]3)[C@@H:10]2[C:16]([NH2:18])=[O:17])=[N:7][C:2]([NH:20][C:21]2[C:35]([O:36][CH3:37])=[CH:34][C:24]3[CH2:25][CH2:26][N:27]([CH2:30][C@@H:31]([OH:33])[CH3:32])[CH2:28][CH2:29][C:23]=3[CH:22]=2)=[N:3][CH:4]=1. Procedure: In an analogous manner to Example 1534, the product was prepared from (1S,2S,3R,4R)-3-(2,5-Dichloro-pyrimidin-4-ylamino)-bicyclo[2.2.1]hept-5-ene-2-carboxylic acid amide and (S)-1-(7-Amino-8-methoxy-1,2,4,5-tetrahydro-3-benzazepin-3-yl)-propan-2-ol. The product was isolated as an off-white foam (72 mg, 70%). MS: 513 (M+H), 1H-NMR (CDCl3, 400 MHz) δ 8.22 (s, 1H), 7.91 (s, 1H), 7.42 (s, 1H), 6.66 (s, 1H), 6.57 (s, 1H), 6.51 (s, 1H), 6.33 (s, 2H), 5.60 (s, 1H), 5.35 (s, 1H), 5.32 (s, 1H), 4.47 (t, ... The reactants are Cl.ClC1=NC=C(C(=N1)NC1CC(N(C(C1)(C)C)C)(C)C)F (2-chloro-5-fluoro-N-(1,2,2,6,6-pentamethylpiperidin-4-yl)pyrimidin-4-amine hydrochloride), FC1=C(C=C(C=C1)N1N=NN=C1)N (2-fluoro-5-(1H-tetrazol-1-yl)benzenamine), C(=O)(C(F)(F)F)O (TFA), C(=O)(C(F)(F)F)O (TFA), N1=CN=CC=C1 (pyrimidine), N1=CN=CC=C1 (pyrimidine), C(=O)(C(F)(F)F)O (TFA). Solvent: CC(C)O (IPA), CC(C)O (IPA), CC(C)O (IPA). Run at temperature 100 celsius. The product is N.CO (NH3 MeOH), FC=1C(=NC(=NC1)NC1=C(C=CC(=C1)N1N=NN=C1)F)NC1CC(N(C(C1)(C)C)C)(C)C (5-Fluoro-N2-(2-Fluoro-5-(1H-Tetrazol-1-yl)Phenyl)-N4-(1,2,2,6,6-Pentamethylpiperidin-4-yl)Pyrimidine-2,4-Diamine). Yield: 138.6%. RXN SMILES: Cl.Cl[C:3]1[N:8]=[C:7]([NH:9][CH:10]2[CH2:15][C:14]([CH3:17])([CH3:16])[N:13]([CH3:18])[C:12]([CH3:20])([CH3:19])[CH2:11]2)[C:6]([F:21])=[CH:5][N:4]=1.[F:22][C:23]1[CH:28]=[CH:27][C:26]([N:29]2[CH:33]=[N:32][N:31]=[N:30]2)=[CH:25][C:24]=1[NH2:34].[C:35](O)(C(F)(F)F)=[O:36].N1C=CC=NC=1>CC(O)C>[NH3:4].[CH3:35][OH:36].[F:21][C:6]1[C:7]([NH:9][CH:10]2[CH2:15][C:14]([CH3:17])([CH3:16])[N:13]([CH3:18])[C:12]([CH3:20])([CH3:19])[CH2:11]2)=[N:8][C:3]([NH:34][C:24]2[CH:25]=[C:26]([N:29]3[CH:33]=[N:32][N:31]=[N:30]3)[CH:27]=[CH:28][C:23]=2[F:22])=[N:4][CH:5]=1 |f:0.1,6.7|. Reported procedure: A mixture of 2-chloro-5-fluoro-N-(1,2,2,6,6-pentamethylpiperidin-4-yl)pyrimidin-4-amine hydrochloride (100 mg, 0.296 mmol, 1 equiv), 2-fluoro-5-(1H-tetrazol-1-yl)benzenamine (85 mg, 0.474 mmol, 1.6 equiv), and TFA (100 μL, 1.19 mmol, 4 equiv) in IPA (3 mL) were heated to 100° C. in shaker overnight affording a melt. LCMS indicated pyrimidine:product=5:95. IPA (1 mL) and TFA (100 μL, 1.19 mmol, 4 equiv) were added and the mixture was heated to 100° C. in shaker ON affording a melt. LCMS indicated... The reactants are NC=1C=C(C=CC1)O (3-aminophenol), C(C)OC=C(C(=O)OCC)C(=O)OCC (diethyl ethoxymethylenemalonate), C1(=CC=CC=C1)OC1=CC=CC=C1 (diphenyl ether). The solvent is C(C)O (ethanol), C(C)O (ethanol). Run at temperature 80 celsius. Product: OC1=C(C=NC2=CC=CC(=C12)O)C(=O)OCC (ethyl 4,5-dihydroxyquinoline-3-carboxylate). As a reaction SMILES: [NH2:1][C:2]1[CH:3]=[C:4]([OH:8])[CH:5]=[CH:6][CH:7]=1.C([O:11][CH:12]=[C:13]([C:19](OCC)=O)[C:14]([O:16][CH2:17][CH3:18])=[O:15])C.C1(OC2C=CC=CC=2)C=CC=CC=1>C(O)C>[OH:11][C:12]1[C:3]2[C:2](=[CH:7][CH:6]=[CH:5][C:4]=2[OH:8])[N:1]=[CH:19][C:13]=1[C:14]([O:16][CH2:17][CH3:18])=[O:15]. Procedure details: A mixture of 3-aminophenol (5.457 g) and diethyl ethoxymethylenemalonate (10.81 g) is heated to 130° C. for 2 h with removal of ethanol by a Dean-Stark trap. The reaction is cooled to 80° C. and 50 ml of diphenyl ether is added. The mixture is heated to 250° C. for 30 min with removal of ethanol by a Dean-Stark trap. The solution is cooled to 80° C. and the resulting solid is collected and washed with hexanes. A portion of this solid is adsorbed onto silica and chromatographed, eluting with 5% M...